The task is: describe an organic reaction: reactants, conditions, products, and yield. This data is from the Open Reaction Database (ORD), a public repository of structured organic reaction records. Starting materials: COCCOCCOCCOCCO (tetraethylene glycol monomethyl ether), N1=CC=CC=C1 (pyridine), solution, C(=O)(Cl)Cl (phosgene). Solvent: C1=CC=CC=C1 (benzene). Reaction conditions: time 2 hour. Product: ClC(=O)OCCOCCOCCOCCOC (tetraethylene glycol monomethyl ether chloroformate). Reaction SMILES: [CH3:1][O:2][CH2:3][CH2:4][O:5][CH2:6][CH2:7][O:8][CH2:9][CH2:10][O:11][CH2:12][CH2:13][OH:14].N1C=CC=CC=1.[C:21](Cl)([Cl:23])=[O:22]>C1C=CC=CC=1>[Cl:23][C:21]([O:14][CH2:13][CH2:12][O:11][CH2:10][CH2:9][O:8][CH2:7][CH2:6][O:5][CH2:4][CH2:3][O:2][CH3:1])=[O:22]. Reported procedure: A mixture of 12.9 g. (62 mmoles) of tetraethylene glycol monomethyl ether and 4.9 g. (62 mmoles) of pyridine is added dropwise to 77 ml. (124 mmoles) of a 17.2% solution of phosgene in benzene stirred in an ice bath with protection from moisture. The pyridine hydrochloride precipitates during the 35 to 40 minute addition and stirring is continued in the ice bath for an additional 2 hours. The reaction mixture is allowed to warm to room temperature and stirred overnight. The benzene solution is d...